Dataset: the Open Reaction Database (ORD), a public repository of structured organic reaction records. Task: describe an organic reaction: reactants, conditions, products, and yield Starting materials: FC1=CC(=C(CN2N=CC3=CC(=CC=C23)C=O)C=C1)C(F)(F)F ([4-fluoro-2-(trifluoromethyl)benzyl]-1H-indazol-5-carbaldehyde), O=C1SCC(N1[C@@H]1CN(CC[C@H]1O)C(=O)OC(C)(C)C)=O (1,1-dimethylethyl trans-3-(2,4-dioxo-1,3-thiazolidin-3-yl)-4-hydroxy-piperidine-1-carboxylate). Product: FC1=CC(=C(CN2N=CC3=CC(=CC=C23)\C=C/2\C(N(C(S2)=O)[C@@H]2CNCC[C@H]2O)=O)C=C1)C(F)(F)F ((5Z)-5-({1-[4-Fluoro-2-(trifluoromethyl)benzyl]-1H-indazol-5-yl}methylidene)-3-[trans-4-hydroxypiperidin-3-yl]-1,3-thiazolidine-2,4-dione). RXN SMILES: [F:1][C:2]1[CH:19]=[CH:18][C:5]([CH2:6][N:7]2[C:15]3[C:10](=[CH:11][C:12]([CH:16]=O)=[CH:13][CH:14]=3)[CH:9]=[N:8]2)=[C:4]([C:20]([F:23])([F:22])[F:21])[CH:3]=1.[O:24]=[C:25]1[N:29]([C@H:30]2[C@H:35]([OH:36])[CH2:34][CH2:33][N:32](C(OC(C)(C)C)=O)[CH2:31]2)[C:28](=[O:44])[CH2:27][S:26]1>>[F:1][C:2]1[CH:19]=[CH:18][C:5]([CH2:6][N:7]2[C:15]3[C:10](=[CH:11][C:12](/[CH:16]=[C:27]4/[C:28](=[O:44])[N:29]([C@H:30]5[C@H:35]([OH:36])[CH2:34][CH2:33][NH:32][CH2:31]5)[C:25](=[O:24])[S:26]/4)=[CH:13][CH:14]=3)[CH:9]=[N:8]2)=[C:4]([C:20]([F:21])([F:23])[F:22])[CH:3]=1. Procedure details: (5Z)-5-({1-[4-Fluoro-2-(trifluoromethyl)benzyl]-1H-indazol-5-yl}methylidene)-3-[trans-4-hydroxypiperidin-3-yl]-1,3-thiazolidine-2,4-dione was prepared from [4-fluoro-2-(trifluoromethyl)benzyl]-1H-indazol-5-carbaldehyde (from Example 5) and 1,1-dimethylethyl trans-3-(2,4-dioxo-1,3-thiazolidin-3-yl)-4-hydroxy-piperidine-1-carboxylate (from Example 270) following General Procedure F. Reactants: Cl (hydrogen chloride), FC(C(CCC(C#C)NC(=O)OC(C)(C)C)NC(=O)OC(C)(C)C)F (1,1-difluoro-2,5-di-(N-tert.butoxycarbonylamino)-6-heptyne). Solvent: CCOCC (ether). Reaction conditions: time 8 hour. Product: Cl.Cl.FC(C(CCC(C#C)N)N)F (1,1-DIFLUORO-2,5-DIAMINO-6-HEPTYNE-DIHYDROCHLORIDE). RXN SMILES: [ClH:1].[F:2][CH:3]([F:26])[CH:4]([NH:18]C(OC(C)(C)C)=O)[CH2:5][CH2:6][CH:7]([NH:10]C(OC(C)(C)C)=O)[C:8]#[CH:9]>CCOCC>[ClH:1].[ClH:1].[F:2][CH:3]([F:26])[CH:4]([NH2:18])[CH2:5][CH2:6][CH:7]([NH2:10])[C:8]#[CH:9] |f:3.4.5|. Procedure details: A saturated solution of dry hydrogen chloride in dry ether (10 ml) is added to 1,1-difluoro-2,5-di-(N-tert.butoxycarbonylamino)-6-heptyne obtained as in Step E above (1 mmole) and left overnight at room temperature. The dichlorohydrate which forms as crystals is filtered, washed with ether, and dried to give the title compound (0.23 g). Starting materials: [H-].[Na+] (sodium hydride), ClC1=C(C(=O)NCC23CC4CC(CC(C2)C4)C3)C=C(C=C1)CN1CCC(CC1)=O (2-chloro-5-[(4-oxo-1-piperidinyl)methyl]-N-(tricyclo[3.3.1.13,7]dec-1-ylmethyl)-benzamide), [I-].C[S+](=O)(C)C (trimethylsulfoxonium iodide). Run in CS(=O)C (dimethylsulfoxide), CS(=O)C (dimethylsulfoxide), CS(=O)C (dimethylsulfoxide). Conditions: time 5 minute. Yields the product ClC1=C(C(=O)NCC23CC4CC(CC(C2)C4)C3)C=C(C=C1)CN1CCC3(CO3)CC1 (2-Chloro-5-(1-oxa-6-azaspiro[2.5]oct-6-ylmethyl)-N-(tricyclo[3.3.1.13,7]dec-1-ylmethyl)-benzamide). The yield is 86.4%. Reaction SMILES: [H-].[Na+].[I-].[CH3:4][S+](C)(C)=O.[Cl:9][C:10]1[CH:29]=[CH:28][C:27]([CH2:30][N:31]2[CH2:36][CH2:35][C:34](=[O:37])[CH2:33][CH2:32]2)=[CH:26][C:11]=1[C:12]([NH:14][CH2:15][C:16]12[CH2:25][CH:20]3[CH2:21][CH:22]([CH2:24][CH:18]([CH2:19]3)[CH2:17]1)[CH2:23]2)=[O:13]>CS(C)=O>[Cl:9][C:10]1[CH:29]=[CH:28][C:27]([CH2:30][N:31]2[CH2:32][CH2:33][C:34]3([O:37][CH2:4]3)[CH2:35][CH2:36]2)=[CH:26][C:11]=1[C:12]([NH:14][CH2:15][C:16]12[CH2:23][CH:22]3[CH2:24][CH:18]([CH2:19][CH:20]([CH2:21]3)[CH2:25]1)[CH2:17]2)=[O:13] |f:0.1,2.3|. Reported procedure: To dimethylsulfoxide (2 ml) was added sodium hydride (0.033 g, 60 % in oil) at room temperature. The mixture was stirred for 5min. at this temperature and a solution of trimethylsulfoxonium iodide (0.178 g) in dimethylsulfoxide (2 ml) was added. After 30 min., 2-chloro-5-[(4-oxo-1-piperidinyl)methyl]-N-(tricyclo[3.3.1.13,7]dec-1-ylmethyl)-benzamide (0.28 g, Example 83a) in dimethylsulfoxide (2 ml) was added and the reaction stirred at room temperature for 3 h before being quenched with ice/water... Starting materials: O.N[C@@H](CCCCN)C(=O)O (L-lysine monohydrate), C(CCC(=O)O)(=O)O (succinic acid). Run in O (water). Yields the product C(CCC(=O)O)(=O)O.N[C@@H](CCCCN)C(=O)O (Lysine Succinate). RXN SMILES: O.[NH2:2][C@H:3]([C:9]([OH:11])=[O:10])[CH2:4][CH2:5][CH2:6][CH2:7][NH2:8].[C:12]([OH:19])(=[O:18])[CH2:13][CH2:14][C:15]([OH:17])=[O:16]>O>[C:12]([OH:19])(=[O:18])[CH2:13][CH2:14][C:15]([OH:17])=[O:16].[NH2:2][C@H:3]([C:9]([OH:11])=[O:10])[CH2:4][CH2:5][CH2:6][CH2:7][NH2:8] |f:0.1,4.5|. Reported procedure: 10 grams of L-lysine monohydrate are dissolved in 25 ml of water. 7.2 grams of succinic acid is added and dissolved. The solution is then dried in a 110° C. oven until solids begin to form when cooled to room temperature. After 15 to 30 minutes solids form at room temperature and are collected.